This data is from the Open Reaction Database (ORD), a public repository of structured organic reaction records. The task is: describe an organic reaction: reactants, conditions, products, and yield The reactants are C[Si](CCCOCC1OC1)(CC[Si](C)(C)C)C (2-{3-[Dimethyl-(2-trimethylsilanyl-ethyl)-silanyl]-propoxymethyl}-oxirane), C(C)NCC (Diethylamine), C(C)NCC (diethyl amine). Run in C(C)O (ethanol), C(C)O (ethanol), C(C)O (Ethanol). Conditions: temperature 60 celsius. The product is C(C)N(CC(COCCC[Si](CC[Si](C)(C)C)(C)C)O)CC (1-Diethylamino-3-{3-[dimethyl-(2-trimethylsilanyl-ethyl)-silanyl]propoxy}-propan-2-ol). As a reaction SMILES: [CH2:1]([NH:3][CH2:4][CH3:5])[CH3:2].[CH3:6][Si:7]([CH3:22])([CH2:16][CH2:17][Si:18]([CH3:21])([CH3:20])[CH3:19])[CH2:8][CH2:9][CH2:10][O:11][CH2:12][CH:13]1[CH2:15][O:14]1>C(O)C>[CH2:1]([N:3]([CH2:4][CH3:5])[CH2:15][CH:13]([OH:14])[CH2:12][O:11][CH2:10][CH2:9][CH2:8][Si:7]([CH3:22])([CH3:6])[CH2:16][CH2:17][Si:18]([CH3:21])([CH3:20])[CH3:19])[CH3:2]. Procedure details: Diethylamine (2.66 g, 36.4 mMol) and 40 mL of ethanol were charged to a 100 mL RB flask equipped with a magnetic stirrer. The mixture was stirred and heated to 60° C. 2-{3-[Dimethyl-(2-trimethylsilanyl-ethyl)-silanyl]-propoxymethyl}-oxirane 8 (2 g; 7.28 mMol) mixed with 10 g ethanol was placed in an addition funnel and added dropwise to the flask. The mixture was stirred and maintained at 60° C. for an additional 8 hours. Ethanol and diethyl amine were stripped off on the rotovap. The mixture wa... The reactants are Cc1nc2c(Cl)cc(F)cc2s1, O, O=[N+]([O-])O, O=S(=O)(O)O. The product is Cc1nc2c(Cl)cc(F)c([N+](=O)[O-])c2s1. RXN SMILES: [Cl:5][c:6]1[cH:7][c:8]([F:16])[cH:9][c:10]2[c:11]1[n:12][c:13]([CH3:15])[s:14]2.[OH2:17].[OH:1][N+:2]([O-:3])=[O:4].[S:18](=[O:19])(=[O:20])([OH:21])[OH:22]>>[O-:1][N+:2](=[O:4])[c:9]1[c:8]([F:16])[cH:7][c:6]([Cl:5])[c:11]2[c:10]1[s:14][c:13]([CH3:15])[n:12]2. Reactants: ClC=1C=CC(=C2NCCS(C21)=O)C(=O)O (8-chloro-3,4-dihydro-2H-1,4-benzothiazine-5-carboxylic acid-1-oxide), stannous chloride dihydrate, C(C)(=O)OCC (ethyl acetate). The solvent is CO (methanol). Yields the product ClC=1C=CC(=C2NCCSC21)C(=O)O (8-Chloro-3,4-dihydro-2H-1,4-benzothiazine-5-carboxylic acid). Yield: 19.3%. As a reaction SMILES: [Cl:1][C:2]1[CH:3]=[CH:4][C:5]([C:13]([OH:15])=[O:14])=[C:6]2[C:11]=1[S:10](=O)[CH2:9][CH2:8][NH:7]2.C(OCC)(=O)C>CO>[Cl:1][C:2]1[CH:3]=[CH:4][C:5]([C:13]([OH:15])=[O:14])=[C:6]2[C:11]=1[S:10][CH2:9][CH2:8][NH:7]2. Procedure details: A mixture of 8-chloro-3,4-dihydro-2H-1,4-benzothiazine-5-carboxylic acid-1-oxide (2.5 g) and stannous chloride dihydrate (4.51 g) in methanol (20 ml) was refluxed for 21 hours. To the reaction mixture was added ethyl acetate (200 ml), washed with water and dried over anhydrous sodium sulfate. After concentrated under reduced pressure, the resulting residue was purified by silica gel column chromatography eluting with dichloromethaneethanol (9:1) to give the title compound (450 mg, 19.6%). This c... Starting materials: Cl (hydrochloric acid), COC(=O)C=1C=C2C(CC(NC2=CC1)C1=CC(=CC=C1)N1CCN(CC1)C)(C)C (4,4-dimethyl-2-[3-(4-methyl-piperazin-1-yl)-phenyl]-1,2,3,4-tetrahydro-quinoline-6-carboxylic acid methyl ester), [OH-].[Na+] (sodium hydroxide). Run in CO (methanol), O1CCCC1 (tetrahydrofuran), O (water). Conditions: temperature 60 celsius, time 16 hour. The product is CC1(CC(NC2=CC=C(C=C12)C(=O)O)C1=CC(=CC=C1)N1CCN(CC1)C)C (4,4-dimethyl-2-[3-(4-methyl-piperazin-1-yl)-phenyl]-1,2,3,4-tetrahydro-quinoline-6-carboxylic acid). The yield is 99.7%. Reaction SMILES: C[O:2][C:3]([C:5]1[CH:6]=[C:7]2[C:12](=[CH:13][CH:14]=1)[NH:11][CH:10]([C:15]1[CH:20]=[CH:19][CH:18]=[C:17]([N:21]3[CH2:26][CH2:25][N:24]([CH3:27])[CH2:23][CH2:22]3)[CH:16]=1)[CH2:9][C:8]2([CH3:29])[CH3:28])=[O:4].[OH-].[Na+].Cl>CO.O1CCCC1.O>[CH3:28][C:8]1([CH3:29])[C:7]2[C:12](=[CH:13][CH:14]=[C:5]([C:3]([OH:4])=[O:2])[CH:6]=2)[NH:11][CH:10]([C:15]2[CH:20]=[CH:19][CH:18]=[C:17]([N:21]3[CH2:26][CH2:25][N:24]([CH3:27])[CH2:23][CH2:22]3)[CH:16]=2)[CH2:9]1 |f:1.2|. Reported procedure: To a stirred mixture solution of 4,4-dimethyl-2-[3-(4-methyl-piperazin-1-yl)-phenyl]-1,2,3,4-tetrahydro-quinoline-6-carboxylic acid methyl ester (610 mg, 1.49 mmol) in methanol (7.5 mL) and tetrahydrofuran (15 mL) was added 30% sodium hydroxide in water (7.5 mL). The reaction mixture was stirred at 60° C. for 16 h. The mixture was neutralized with a 3 N aqueous hydrochloric acid solution and extracted with ethyl acetate (2×50 mL), washed with water, dried over anhydrous sodium sulfate and then c... Reactants: COMPOUND 17, C(=O)(C(F)(F)F)O (TFA), [B][B][B][B][B][B][B][B][B][B] (decaborane), NC=1C=C(C=CC1)C(N1CCN(CC1)C(=O)OC(C)(C)C)C1=CC=C(C=C1)C(=O)N(CC)CC (tert-Butyl 4-((3-aminophenyl){4-[(diethylamino)carbonyl]phenyl}methyl)piperazine-1-carboxylate), N1=C(C=CC2=CC=CC=C12)C=O (2-quinolinecarboxaldehyde). Yields the product C(C)N(C(C1=CC=C(C=C1)[C@H](N1CCNCC1)C1=CC(=CC=C1)NCC1=NC2=CC=CC=C2C=C1)=O)CC (N,N-diethyl-4-[(S)-1-piperazinyl[3-[(2-quinolylmethyl)amino]phenyl]-methyl]benzamide). Yield: 70.9%. RXN SMILES: [NH2:1][C:2]1[CH:3]=[C:4]([CH:8]([C:22]2[CH:27]=[CH:26][C:25]([C:28]([N:30]([CH2:33][CH3:34])[CH2:31][CH3:32])=[O:29])=[CH:24][CH:23]=2)[N:9]2[CH2:14][CH2:13][N:12](C(OC(C)(C)C)=O)[CH2:11][CH2:10]2)[CH:5]=[CH:6][CH:7]=1.[N:35]1[C:44]2[C:39](=[CH:40][CH:41]=[CH:42][CH:43]=2)[CH:38]=[CH:37][C:36]=1[CH:45]=O.[B][B][B][B][B][B][B][B][B][B].C(O)(C(F)(F)F)=O>>[CH2:31]([N:30]([CH2:33][CH3:34])[C:28](=[O:29])[C:25]1[CH:24]=[CH:23][C:22]([C@@H:8]([C:4]2[CH:5]=[CH:6][CH:7]=[C:2]([NH:1][CH2:45][C:36]3[CH:37]=[CH:38][C:39]4[C:44](=[CH:43][CH:42]=[CH:41][CH:40]=4)[N:35]=3)[CH:3]=2)[N:9]2[CH2:14][CH2:13][NH:12][CH2:11][CH2:10]2)=[CH:27][CH:26]=1)[CH3:32] |^3:46,55,^1:47,48,49,50,51,52,53,54|. Reported procedure: Using the same method as for COMPOUND 17 and using INTERMEDIATE 5a (209 mg, 0.45 mmol), 2-quinolinecarboxaldehyde (77.6 mg, 0.49 mmol), and decaborane (16.4 mg, 0.13 mmol) afforded COMPOUND 54 (162 mg, 38% yield) as its TFA salt. This material was lyophilized from CH3CN/H2O to produce a yellow solid. Purity (HPLC): >98%; Optical purity (Chiral HPLC): >99%; 1H NMR (400 MHz, CD3OD) δ 1.07 (br t, J=6.7 Hz, 3H), 1.23 (br t, J=6.6 Hz, 3H), 2.59 (br s, 4H), 3.18 (br t, J=4.4 Hz, 6H), 3.52 (br q, J=7.2... The reactants are C(C)(C(C)(C)C)C1=NNC=N1 (pinacolyl-1,2,4-triazole), C1=C(C=CC2=CC=CC=C12)C=O (2-naphthaldehyde), N1CCCCC1 (piperidine), C(C)(=O)O (acetic acid), C1(=CC=CC=C1)C (toluene). Solvent: O (water), O (water), CCOCC (ether). Product: CC(C(C(=CC1=CC2=CC=CC=C2C=C1)N1N=CN=C1)=O)(C)C (4,4-dimethyl-1-(naphth-2-yl)-2-(1,2,4-triazol-1-yl)-1-penten-3-one). The yield is 59.0%. Reaction SMILES: C([C:7]1[N:11]=[CH:10][NH:9][N:8]=1)(C(C)(C)C)C.[CH:12]1[C:21]2[C:16](=[CH:17][CH:18]=[CH:19][CH:20]=2)[CH:15]=[CH:14][C:13]=1[CH:22]=O.N1CCCCC1.[C:30]([OH:33])(=O)[CH3:31].[C:34]1([CH3:40])[CH:39]=CC=C[CH:35]=1>CCOCC.O>[CH3:35][C:34]([CH3:40])([CH3:39])[C:30](=[O:33])[C:31]([N:8]1[CH:7]=[N:11][CH:10]=[N:9]1)=[CH:22][C:13]1[CH:14]=[CH:15][C:16]2[C:21](=[CH:20][CH:19]=[CH:18][CH:17]=2)[CH:12]=1. Procedure: 16.7 g (0.1 mole) of pinacolyl-1,2,4-triazole, 15.6 g (0.1 mole) of 2-naphthaldehyde, 1 g of piperidine and 3 g of glacial acetic acid in 50 ml of toluene were heated under reflux, using a water separator, until no further water passed over. After cooling the reaction solution, it was diluted by adding ether and washed with water. The organic phase was dried over sodium sulphate and concentrated by distilling off the solvents in vacuo. The residue was distilled in vacuo. 18 g (59% of theory) of ... Starting materials: COC(C1=C(C(=CC=C1F)[N+](=O)[O-])NC1=CC=CC=C1)=O (6-fluoro-3-nitro-2-phenylaminobenzoic acid methyl ester), [NH4+].[Cl-] (NH4Cl). The reagents and catalysts are [Fe] (iron). The solvent is CO (MeOH), O (water). Reaction conditions: temperature 90 celsius. Product: COC(C1=C(C(=CC=C1F)N)NC1=CC=CC=C1)=O (3-Amino-6-fluoro-2-phenylaminobenzoic acid methyl ester). Reaction SMILES: [CH3:1][O:2][C:3](=[O:21])[C:4]1[C:9]([F:10])=[CH:8][CH:7]=[C:6]([N+:11]([O-])=O)[C:5]=1[NH:14][C:15]1[CH:20]=[CH:19][CH:18]=[CH:17][CH:16]=1.[NH4+].[Cl-]>CO.O.[Fe]>[CH3:1][O:2][C:3](=[O:21])[C:4]1[C:9]([F:10])=[CH:8][CH:7]=[C:6]([NH2:11])[C:5]=1[NH:14][C:15]1[CH:16]=[CH:17][CH:18]=[CH:19][CH:20]=1 |f:1.2|. Procedure details: To a mixture of 6-fluoro-3-nitro-2-phenylaminobenzoic acid methyl ester (2.1 g, 7.24 mmol) in a mixture of MeOH (50 mL) and water (15 mL) were added NH4Cl (2.23 g, 43.4 mmol) and iron powder (1.61 g, 28.9 mmol) and the reaction mixture heated at 90° C. for 3 h. After cooling to RT, the suspension was filtered through a pad of Celite® washing with additional MeOH. The filtrate was concentrated in vacuo to remove the organic solvent and the resulting aqueous residue extracted with EtOAc (×3). The ... Yields the product COc1ccc(S(=O)(=O)N(Cc2cccnc2)C(C(=O)NOC(C)(C)C)C(C)C)cc1. RXN SMILES: [C:46]([CH3:47])([CH3:48])([CH3:49])[O:50][NH2:51].[CH2:64]([Cl:65])[Cl:66].[CH3:2][O:3][c:4]1[cH:5][cH:6][c:7]([S:10](=[O:11])(=[O:12])[N:13]([CH:14]([C:15](=[O:16])[OH:17])[CH:18]([CH3:19])[CH3:20])[CH2:21][c:22]2[cH:23][n:24][cH:25][cH:26][cH:27]2)[cH:8][cH:9]1.[CH3:38][N:39]1[CH2:40][CH2:41][O:42][CH2:43][CH2:44]1.[CH3:53][N:54]([CH2:55][CH2:56][CH2:57][N:58]=[C:59]=[N:60][CH2:61][CH3:62])[CH3:63].[ClH:1].[ClH:45].[ClH:52].[OH2:67].[OH:28][n:29]1[c:30]2[cH:31][cH:32][cH:33][cH:34][c:35]2[n:36][n:37]1>>[CH3:2][O:3][c:4]1[cH:5][cH:6][c:7]([S:10](=[O:11])(=[O:12])[N:13]([CH:14]([C:15](=[O:17])[NH:51][O:50][C:46]([CH3:47])([CH3:48])[CH3:49])[CH:18]([CH3:19])[CH3:20])[CH2:21][c:22]2[cH:23][n:24][cH:25][cH:26][cH:27]2)[cH:8][cH:9]1. Reactants: CC(C)(C)ON, ClCCl, COc1ccc(S(=O)(=O)N(Cc2cccnc2)C(C(=O)O)C(C)C)cc1, CN1CCOCC1, CCN=C=NCCCN(C)C, Cl, Cl, Cl, O, On1nnc2ccccc21. Reactants: CC(C)(C)c1nc(-c2ccc(F)c(N)c2)c(-c2ccnc(Cl)n2)s1, ClCCl, O=S(=O)(Cl)c1c(F)cccc1F, c1ccncc1. The product is CC(C)(C)c1nc(-c2ccc(F)c(NS(=O)(=O)c3c(F)cccc3F)c2)c(-c2ccnc(Cl)n2)s1. As a reaction SMILES: [Cl:1][c:2]1[n:3][cH:4][cH:5][c:6](-[c:8]2[c:9](-[c:17]3[cH:18][cH:19][c:20]([F:24])[c:21]([NH2:22])[cH:23]3)[n:10][c:11]([C:13]([CH3:14])([CH3:15])[CH3:16])[s:12]2)[n:7]1.[Cl:43][CH2:44][Cl:45].[F:31][c:32]1[c:33]([S:39](=[O:40])(=[O:41])[Cl:42])[c:34]([F:38])[cH:35][cH:36][cH:37]1.[cH:25]1[cH:26][cH:27][n:28][cH:29][cH:30]1>>[Cl:1][c:2]1[n:3][cH:4][cH:5][c:6](-[c:8]2[c:9](-[c:17]3[cH:18][cH:19][c:20]([F:24])[c:21]([NH:22][S:39]([c:33]4[c:32]([F:31])[cH:37][cH:36][cH:35][c:34]4[F:38])(=[O:40])=[O:41])[cH:23]3)[n:10][c:11]([C:13]([CH3:14])([CH3:15])[CH3:16])[s:12]2)[n:7]1. Reactants: NC=1C=C(C#N)C=CC1N (3,4-diaminobenzonitrile), C(C)OC=C(C#N)C#N ((ethoxymethylene)malononitrile). Run in C(C)(C)O (isopropyl alcohol). Product: N1=CNC2=C1C=CC(=C2)C#N (3H-benzo[d]imidazole-5-carbonitrile). Reaction SMILES: [NH2:1][C:2]1[CH:3]=[C:4]([CH:7]=[CH:8][C:9]=1[NH2:10])[C:5]#[N:6].[CH2:11](OC=C(C#N)C#N)C>C(O)(C)C>[N:10]1[C:9]2[CH:8]=[CH:7][C:4]([C:5]#[N:6])=[CH:3][C:2]=2[NH:1][CH:11]=1. Reported procedure: A mixture of 3,4-diaminobenzonitrile (2) (1.0 g) and (ethoxymethylene)malononitrile (1.4 g) was refluxed in 50 mL of isopropyl alcohol for 16 h. The mixture was concentrated in vacuo to provide the title compound, 3H-benzo[d]imidazole-5-carbonitrile (3).